From a dataset of the Open Reaction Database (ORD), a public repository of structured organic reaction records. describe an organic reaction: reactants, conditions, products, and yield Starting materials: C(C1=CC=CC=C1)OCC(CC(=O)OC(C)(C)C)=O (tert.-butyl 4-benzyloxyacetoacetate). Reagents/catalysts: [Pd] (palladium). Solvent: CO (methanol). Conditions: time 1.5 hour. The product is OCC(CC(=O)OC(C)(C)C)=O (tert.-butyl 4-hydroxyacetoacetate). Yield: 65.0%. RXN SMILES: C([O:8][CH2:9][C:10](=[O:19])[CH2:11][C:12]([O:14][C:15]([CH3:18])([CH3:17])[CH3:16])=[O:13])C1C=CC=CC=1>CO.[Pd]>[OH:8][CH2:9][C:10](=[O:19])[CH2:11][C:12]([O:14][C:15]([CH3:17])([CH3:16])[CH3:18])=[O:13]. Procedure details: A mixture of 963 mg (5 mmol) of tert.-butyl 4-benzyloxyacetoacetate and 200 mg of palladium (10% on charcoal) in 50 ml of methanol was stirred at room temperature under a hydrogen atmosphere (1 atmosphere) for 1.5 hours. The catalyst was filtered off washed with a little methylene chloride. The filtrate solution was evaporated in vacuo and the residue was filtered through 3 g of neutral aluminum oxide (methylene chloride). The solvent was evaporated off in vacuo and the oil which remained was dr...